From a dataset of the Open Reaction Database (ORD), a public repository of structured organic reaction records. describe an organic reaction: reactants, conditions, products, and yield The reactants are CCO, CC(=O)O, Cc1cc([N+](=O)[O-])c(C)nc1OC(F)F, [Fe]. The product is Cc1cc(N)c(C)nc1OC(F)F. Reaction SMILES: [CH3:16][CH2:17][OH:18].[CH3:19][C:20](=[O:21])[OH:22].[F:1][CH:2]([O:3][c:4]1[n:5][c:6]([CH3:14])[c:7]([N+:11]([O-:12])=[O:13])[cH:8][c:9]1[CH3:10])[F:15].[Fe:23]>>[F:1][CH:2]([O:3][c:4]1[n:5][c:6]([CH3:14])[c:7]([NH2:11])[cH:8][c:9]1[CH3:10])[F:15]. Reactants: C(C)(=O)Cl (acetyl chloride), N12C=CCCCC2=NCCC1 (1,8-diazabicyclo(5.4.0)undecen-7-ene), ClC=1C(=NNC1)C1=CC(=CC(=C1)Cl)Cl (4-chloro-3-(3,5-dichlorophenyl)pyrazole), C=O (paraformaldehyde). Solvent: C1CCOC1 (THF), C1CCOC1 (THF). Run at time 4 hour. Yields the product C(C)(=O)OCN1N=C(C(=C1)Cl)C1=CC(=CC(=C1)Cl)Cl (1-acetoxymethyl-4-chloro-3-(3,5-dichlorophenyl)pyrazole). RXN SMILES: N12[CH2:11][CH2:10]CN=C1CCCC=C2.[Cl:12][C:13]1[C:14]([C:18]2[CH:23]=[C:22]([Cl:24])[CH:21]=[C:20]([Cl:25])[CH:19]=2)=[N:15][NH:16][CH:17]=1.C=[O:27].[C:28](Cl)(=[O:30])C>C1COCC1>[C:10]([O:30][CH2:28][N:16]1[CH:17]=[C:13]([Cl:12])[C:14]([C:18]2[CH:19]=[C:20]([Cl:25])[CH:21]=[C:22]([Cl:24])[CH:23]=2)=[N:15]1)(=[O:27])[CH3:11]. Procedure: 0.15 ml of 1,8-diazabicyclo(5.4.0)undecen-7-ene is added, at room temperature, to a solution of 2.55 g (0.01 mol) of 4-chloro-3-(3,5-dichlorophenyl)pyrazole and 0.90 g (0.030 mol) of paraformaldehyde in 70 ml of THF. The reaction mixture is stirred for 4 h at room temperature. A solution of 1.20 g (0.015 mol) of acetyl chloride in 10 ml of THF is run in dropwise at 0° C. and stirring is continued for 6 h at room temperature. The reaction mixture is concentrated to dryness. The residue is taken u... The reactants are ClC=1C=C(C=CC1OCC)C(COCC1=CC(=C(C=C1)F)OC1=CC=CC=C1)(C)C (3-phenoxy-4-fluorobenzyl 2-(3-chloro-4-ethoxyphenyl)-2-methylpropyl ether), C(C)OC1=CC=C(C=C1)C(COCC1=CC(=C(C=C1)F)OC1=CC=CC=C1)(C)C (3-phenoxy-4-fluorobenzyl 2-(4-ethoxyphenyl)-2-methylpropyl ether), starting material. The solvent is C1=CC=CC=C1 (benzene). The product is O(C1=CC=CC=C1)C=1C=C(C=CC1)C (3-phenoxytoluene), C(C)OC1=CC=C(C(CO)(C)C)C=C1 (4-ethoxyneophyl alcohol). RXN SMILES: [CH2:1]([O:3][C:4]1[CH:9]=[CH:8][C:7]([C:10]([CH3:29])([CH3:28])[CH2:11][O:12][CH2:13][C:14]2[CH:19]=[CH:18][C:17](F)=[C:16]([O:21][C:22]3[CH:27]=[CH:26][CH:25]=[CH:24][CH:23]=3)[CH:15]=2)=[CH:6][CH:5]=1)[CH3:2].ClC1C=C(C(C)(C)COCC2C=CC(F)=C(OC3C=CC=CC=3)C=2)C=CC=1OCC>C1C=CC=CC=1>[O:21]([C:16]1[CH:15]=[C:14]([CH3:13])[CH:19]=[CH:18][CH:17]=1)[C:22]1[CH:23]=[CH:24][CH:25]=[CH:26][CH:27]=1.[CH2:1]([O:3][C:4]1[CH:9]=[CH:8][C:7]([C:10]([CH3:28])([CH3:29])[CH2:11][OH:12])=[CH:6][CH:5]=1)[CH3:2]. Reported procedure: The reaction mixture was cooled to room temperature and the gas was released. 100 ml of benzene was charged in the autoclave to dissolve an oil. An insoluble matter was filtered out. After washing with 20 ml of benzene, a resulting mother wash solution was shaken well and then left to stand to obtain a benzene layer. The benzene layer was washed with 100 ml of water three times. Benzene was distilled off under reduced pressure to obtain an oily product. According to gas chromatographic analysis ... The reactants are O=C(O)C(F)(F)F, OCCC(CO)(c1ccccc1)c1ccccc1. The product is OCCC1(c2ccccc2)COCc2ccccc21. As a reaction SMILES: [OH:19][C:20]([C:21]([F:22])([F:23])[F:24])=[O:25].[c:1]1([C:7]([CH2:8][OH:9])([CH2:10][CH2:11][OH:12])[c:13]2[cH:14][cH:15][cH:16][cH:17][cH:18]2)[cH:2][cH:3][cH:4][cH:5][cH:6]1>>[c:1]12[c:2]([cH:3][cH:4][cH:5][cH:6]1)[CH2:20][O:9][CH2:8][C:7]2([CH2:10][CH2:11][OH:12])[c:13]1[cH:14][cH:15][cH:16][cH:17][cH:18]1. Yields the product CN(C)CC1=CC2=C(C=C(O2)CSCCNC(=C[N+](=O)[O-])SC)C=C1 (N-[2-(6-Dimethylaminomethyl-2-benzofuranylmethylthio)-ethyl]-1-methylthio-2-nitroetheneamine). As a reaction SMILES: [NH2:1][CH2:2][CH2:3][S:4][CH2:5][C:6]1[O:7][C:8]2[CH:14]=[C:13]([CH2:15][N:16]([CH3:18])[CH3:17])[CH:12]=[CH:11][C:9]=2[CH:10]=1.[CH3:19][S:20][C:21](SC)=[CH:22][N+:23]([O-:25])=[O:24]>C(#N)C>[CH3:17][N:16]([CH2:15][C:13]1[CH:12]=[CH:11][C:9]2[CH:10]=[C:6]([CH2:5][S:4][CH2:3][CH2:2][NH:1][C:21]([S:20][CH3:19])=[CH:22][N+:23]([O-:25])=[O:24])[O:7][C:8]=2[CH:14]=1)[CH3:18]. Solvent: C(C)#N (acetonitrile). Starting materials: NCCSCC=1OC2=C(C1)C=CC(=C2)CN(C)C (2-(2-Aminoethylthiomethyl)-6-(dimethylaminomethyl)-benzofuran), CSC(=C[N+](=O)[O-])SC (1,1-bismethylthio-2-nitroethene). Procedure details: A solution of 2-(2-aminoethylthiomethyl)-6-(dimethylaminomethyl)benzofuran (Example 1, Step E) (8.0 g., 0.0303 mole) and 1,1-bismethylthio-2-nitroethene (5.25 g., 0.0318 mole) in acetonitrile (80 ml.) is heated at 55° C. for 16 hours. The solvent is evaporated at reduced pressure. The residue is chromatographed on a column containing 175 g. of silica gel made up in chloroform. The product is eluted with 5% methanol in chloroform and is obtained as a light orange viscous oil weighing 6.1 g. (53%)... The reactants are Cc1ccccc1, CC=CC(CO)CO, O=CC1CCC(c2ccc(F)c(F)c2)CC1, O=S(=O)(O)O. Product: CC=CC1COC(C2CCC(c3ccc(F)c(F)c3)CC2)OC1. RXN SMILES: [CH3:30][c:31]1[cH:32][cH:33][cH:34][cH:35][cH:36]1.[CH:17](=[CH:18][CH3:19])[CH:20]([CH2:21][OH:22])[CH2:23][OH:24].[F:1][c:2]1[cH:3][c:4]([CH:9]2[CH2:10][CH2:11][CH:12]([CH:15]=[O:16])[CH2:13][CH2:14]2)[cH:5][cH:6][c:7]1[F:8].[S:25](=[O:26])(=[O:27])([OH:28])[OH:29]>>[F:1][c:2]1[cH:3][c:4]([CH:9]2[CH2:10][CH2:11][CH:12]([CH:15]3[O:16][CH2:23][CH:20]([CH:17]=[CH:18][CH3:19])[CH2:21][O:22]3)[CH2:13][CH2:14]2)[cH:5][cH:6][c:7]1[F:8]. The solvent is CN(C)C=O (DMF), O (water). Procedure details: To a solution of 7.06 g (0.014 mmol) of [4-(tert-butyl-dimethyl-silanyloxy)-phenyl]-(4-but-2-ynyloxy-benzenesulfonylamino)-acetic acid methyl ester dissolved in 50 mL of DMF was added 0.618 g (0.015 mmol) of a 60% oil dispersion of sodium hydride. The reaction was stirred for 30 min at room temperature and then 2.62 mL of iodomethane was added. After 5 h the reaction was diluted with water and extracted with ether. The combined organics were washed with water, dried over magnesium sulfate, filte... Conditions: time 30 minute. Reactants: IC (iodomethane), oil, [H-].[Na+] (sodium hydride), COC(C(NS(=O)(=O)C1=CC=C(C=C1)OCC#CC)C1=CC=C(C=C1)O[Si](C)(C)C(C)(C)C)=O ([4-(tert-butyl-dimethyl-silanyloxy)-phenyl]-(4-but-2-ynyloxy-benzenesulfonylamino)-acetic acid methyl ester). As a reaction SMILES: [CH3:1][O:2][C:3](=[O:34])[CH:4]([C:20]1[CH:25]=[CH:24][C:23]([O:26][Si:27]([C:30]([CH3:33])([CH3:32])[CH3:31])([CH3:29])[CH3:28])=[CH:22][CH:21]=1)[NH:5][S:6]([C:9]1[CH:14]=[CH:13][C:12]([O:15][CH2:16][C:17]#[C:18][CH3:19])=[CH:11][CH:10]=1)(=[O:8])=[O:7].[H-].[Na+].I[CH3:38]>CN(C=O)C.O>[CH3:1][O:2][C:3](=[O:34])[CH:4]([C:20]1[CH:21]=[CH:22][C:23]([O:26][Si:27]([C:30]([CH3:33])([CH3:32])[CH3:31])([CH3:28])[CH3:29])=[CH:24][CH:25]=1)[N:5]([S:6]([C:9]1[CH:10]=[CH:11][C:12]([O:15][CH2:16][C:17]#[C:18][CH3:19])=[CH:13][CH:14]=1)(=[O:8])=[O:7])[CH3:38] |f:1.2|. Product: COC(C(N(C)S(=O)(=O)C1=CC=C(C=C1)OCC#CC)C1=CC=C(C=C1)O[Si](C)(C)C(C)(C)C)=O ([4-(tert-butyl-dimethyl-silanyloxy)-phenyl]-[(4-but-2-ynyloxy-benzenesulfonyl)-methyl-amino]-acetic acid methyl ester). Reactants: CCN=C=NCCCN(C)C, CCN(C(C)C)C(C)C, Cl, NCC(=O)N1CCN(C(=O)c2ccccc2C(F)(F)F)CC1, CN(C)C=O, O, On1nnc2ccccc21, O=C(O)c1c[nH]c2ccccc12. RXN SMILES: [CH3:43][CH2:44][N:45]=[C:46]=[N:47][CH2:48][CH2:49][CH2:50][N:51]([CH3:52])[CH3:53].[CH:1]([N:2]([CH2:3][CH3:4])[CH:5]([CH3:6])[CH3:7])([CH3:8])[CH3:9].[ClH:10].[NH2:11][CH2:12][C:13](=[O:14])[N:15]1[CH2:16][CH2:17][N:18]([C:21]([c:22]2[c:23]([C:28]([F:29])([F:30])[F:31])[cH:24][cH:25][cH:26][cH:27]2)=[O:32])[CH2:19][CH2:20]1.[O:66]=[CH:67][N:68]([CH3:69])[CH3:70].[OH2:71].[OH:33][n:34]1[c:35]2[c:36]([cH:37][cH:38][cH:39][cH:40]2)[n:41][n:42]1.[OH:54][C:55](=[O:56])[c:57]1[cH:58][nH:59][c:60]2[cH:61][cH:62][cH:63][cH:64][c:65]12>>[NH:11]([CH2:12][C:13](=[O:14])[N:15]1[CH2:16][CH2:17][N:18]([C:21]([c:22]2[c:23]([C:28]([F:29])([F:30])[F:31])[cH:24][cH:25][cH:26][cH:27]2)=[O:32])[CH2:19][CH2:20]1)[C:55](=[O:54])[c:57]1[cH:58][nH:59][c:60]2[cH:61][cH:62][cH:63][cH:64][c:65]12. Yields the product O=C(NCC(=O)N1CCN(C(=O)c2ccccc2C(F)(F)F)CC1)c1c[nH]c2ccccc12. Starting materials: O=C(O)C(CNOC1CCCCO1)CC1CCCC1, CCN(C(C)C)C(C)C, COC=O. Product: O=CN(CC(CC1CCCC1)C(=O)O)OC1CCCCO1, CCN(C(C)C)C(C)C. RXN SMILES: [CH:1]1([CH2:6][CH:7]([C:8](=[O:9])[OH:10])[CH2:11][NH:12][O:13][CH:14]2[O:15][CH2:16][CH2:17][CH2:18][CH2:19]2)[CH2:2][CH2:3][CH2:4][CH2:5]1.[CH:20]([CH3:21])([CH3:22])[N:23]([CH2:24][CH3:25])[CH:26]([CH3:27])[CH3:28].[CH:29](=[O:30])[O:31][CH3:32]>>[CH:1]1([CH2:6][CH:7]([C:8](=[O:9])[OH:10])[CH2:11][N:12]([O:13][CH:14]2[O:15][CH2:16][CH2:17][CH2:18][CH2:19]2)[CH:29]=[O:30])[CH2:2][CH2:3][CH2:4][CH2:5]1.[CH:20]([CH3:21])([CH3:22])[N:23]([CH2:24][CH3:25])[CH:26]([CH3:27])[CH3:28]. Starting materials: C(CC1=CC=CC=C1)C1=C(C=NC=C1)CCC1=CC=C(C(=O)OC(C)(C)C)C=C1 (tert-Butyl 4-[2-(4-(phenethyl)pyrid-3-yl)ethyl]benzoate), FC(C(=O)O)(F)F (trifluoroacetic acid). Solvent: ClCCl (dichloromethane). Reaction conditions: time 5 hour. The product is C(CC1=CC=CC=C1)C1=C(C=NC=C1)CCC1=CC=C(C(=O)O)C=C1 (4-[2-(4-(Phenethyl)pyrid-3-yl)ethyl]benzoic acid). Yield: 53.4%. As a reaction SMILES: [CH2:1]([C:9]1[CH:14]=[CH:13][N:12]=[CH:11][C:10]=1[CH2:15][CH2:16][C:17]1[CH:29]=[CH:28][C:20]([C:21]([O:23]C(C)(C)C)=[O:22])=[CH:19][CH:18]=1)[CH2:2][C:3]1[CH:8]=[CH:7][CH:6]=[CH:5][CH:4]=1.FC(F)(F)C(O)=O>ClCCl>[CH2:1]([C:9]1[CH:14]=[CH:13][N:12]=[CH:11][C:10]=1[CH2:15][CH2:16][C:17]1[CH:18]=[CH:19][C:20]([C:21]([OH:23])=[O:22])=[CH:28][CH:29]=1)[CH2:2][C:3]1[CH:4]=[CH:5][CH:6]=[CH:7][CH:8]=1. Procedure: tert-Butyl 4-[2-(4-(phenethyl)pyrid-3-yl)ethyl]benzoate (0.36 g, 0.95 mmol) was dissolved in dichloromethane (5 ml) and treated with trifluoroacetic acid (0.5 ml). The reaction was stirred at ambient temperature for 5 hours, then partitioned between ethyl acetate and buffer (pH 6). The layers were separated and the aqueous layer extracted with ethyl acetate. The organic layers were combined, dried (MgSO4) and evaporated to give the title product (0.168 g) as a salt with THF.